Dataset: the Open Reaction Database (ORD), a public repository of structured organic reaction records. Task: describe an organic reaction: reactants, conditions, products, and yield Reactants: C(C1=CC=CC=C1)OC(=O)NC[C@@H]1CC[C@H](CC1)C(=O)O (trans-4-benzyloxycarbonylaminomethylcyclohexanecarboxylic acid), C1CCC(CC1)N=C=NC2CCCCC2 (DCC), CS(=O)(=O)O.C(N)(=N)C1=CC=C(C(C(=O)OC)=C1)O (methyl 5-amidinosalicylate methanesulfonate). Procedure details: Into 40 ml of anhydrous pyridine, was dissolved 4.3 g of trans-4-benzyloxycarbonylaminomethylcyclohexanecarboxylic acid. To the solution, while being cooled in ice, was added 3.7 g of DCC. To the mixture which had been stirred for 30 minutes, was added 4.1 g of methyl 5-amidinosalicylate methanesulfonate. The mixture was stirred overnight at room temperature. The precipitate which was formed was separated by filtration and washed with pyridine. Ethyl ether was added to the filtrate and the preci... The yield is 65.1%. Conditions: time 30 minute. The solvent is N1=CC=CC=C1 (pyridine). The product is C(C1=CC=CC=C1)OC(=O)NC[C@@H]1CC[C@H](CC1)C(=O)OC1=C(C=C(C=C1)C(N)=N)C(=O)OC (4-amidino-2-methoxycarbonylphenyl trans-4-benzyloxycarbonylaminomethylcyclohexanecarboxylate). Reaction SMILES: [CH2:1]([O:8][C:9]([NH:11][CH2:12][C@H:13]1[CH2:18][CH2:17][C@H:16]([C:19]([OH:21])=[O:20])[CH2:15][CH2:14]1)=[O:10])[C:2]1[CH:7]=[CH:6][CH:5]=[CH:4][CH:3]=1.C1CCC(N=C=NC2CCCCC2)CC1.CS(O)(=O)=O.[C:42]([C:45]1[CH:54]=[C:49]([C:50]([O:52][CH3:53])=[O:51])[C:48](O)=[CH:47][CH:46]=1)(=[NH:44])[NH2:43]>N1C=CC=CC=1>[CH2:1]([O:8][C:9]([NH:11][CH2:12][C@H:13]1[CH2:18][CH2:17][C@H:16]([C:19]([O:21][C:48]2[CH:47]=[CH:46][C:45]([C:42](=[NH:43])[NH2:44])=[CH:54][C:49]=2[C:50]([O:52][CH3:53])=[O:51])=[O:20])[CH2:15][CH2:14]1)=[O:10])[C:2]1[CH:3]=[CH:4][CH:5]=[CH:6][CH:7]=1 |f:2.3|. Starting materials: ClC1=C(C(=O)O)C=C(C=C1)[N+](=O)[O-] (2-chloro-5-nitrobenzoic acid), NC1=CC=NN1CC (5-amino-1-ethylpyrazole), CN(C)C=O (DMF), C(=O)([O-])[O-].[K+].[K+] (K2CO3), ice water. The reagents and catalysts are CC(=O)[O-].CC(=O)[O-].[Cu+2].O (Cu(OAc)2.H2O). The solvent is C(C)(=O)O (acetic acid). Product: C(C)N1N=CC=C1NC=1C(C(=O)O)=CC(=CC1)[N+](=O)[O-] (N-(1-ethylpyrazol-5-yl)-5-nitroanthranilic acid). Isolated yield 68.8%. Reaction SMILES: Cl[C:2]1[CH:10]=[CH:9][C:8]([N+:11]([O-:13])=[O:12])=[CH:7][C:3]=1[C:4]([OH:6])=[O:5].[NH2:14][C:15]1[N:19]([CH2:20][CH3:21])[N:18]=[CH:17][CH:16]=1.CN(C=O)C.C([O-])([O-])=O.[K+].[K+]>CC([O-])=O.CC([O-])=O.[Cu+2].O.C(O)(=O)C>[CH2:20]([N:19]1[C:15]([NH:14][C:2]2[C:3](=[CH:7][C:8]([N+:11]([O-:13])=[O:12])=[CH:9][CH:10]=2)[C:4]([OH:6])=[O:5])=[CH:16][CH:17]=[N:18]1)[CH3:21] |f:3.4.5,6.7.8.9|. Procedure details: A mixture of 2-chloro-5-nitrobenzoic acid (4.03 g, 0.02 mol), 5-amino-1-ethylpyrazole (2.22 g, 0.02 mol), DMF (25 ml), K2CO3 (2.76 g, 0.02 mol) and Cu(OAc)2.H2O (0.5 g) was refluxed for 24 hours. The reaction mixture was cooled to room temperature, poured into ice-water and acidified with acetic acid to a pH of 5. A solid formed which was collected by filtration and dried to afford 3.8 g (68%) of N-(1-ethylpyrazol-5-yl)-5-nitroanthranilic acid.